Dataset: the Open Reaction Database (ORD), a public repository of structured organic reaction records. Task: describe an organic reaction: reactants, conditions, products, and yield Starting materials: ClCCl, COC(=O)C(CC#Cc1cc(-c2ccc(F)cc2C)c(N(C)C(=O)C(C)(C)c2cc(C(F)(F)F)cc(C(F)(F)F)c2)cn1)NC(=O)OC(C)(C)C, O=C(O)C(F)(F)F. The product is COC(=O)C(N)CC#Cc1cc(-c2ccc(F)cc2C)c(N(C)C(=O)C(C)(C)c2cc(C(F)(F)F)cc(C(F)(F)F)c2)cn1. Reaction SMILES: [Cl:59][CH2:60][Cl:61].[F:1][C:2]([c:3]1[cH:4][c:5]([C:13]([C:14](=[O:15])[N:16]([c:17]2[c:18](-[c:39]3[c:40]([CH3:46])[cH:41][c:42]([F:45])[cH:43][cH:44]3)[cH:19][c:20]([C:23]#[C:24][CH2:25][CH:26]([C:27](=[O:28])[O:29][CH3:30])[NH:31][C:32]([O:33][C:34]([CH3:35])([CH3:36])[CH3:37])=[O:38])[n:21][cH:22]2)[CH3:47])([CH3:48])[CH3:49])[cH:6][c:7]([C:9]([F:10])([F:11])[F:12])[cH:8]1)([F:50])[F:51].[F:52][C:53]([F:54])([F:55])[C:56]([OH:57])=[O:58]>>[F:1][C:2]([c:3]1[cH:4][c:5]([C:13]([C:14](=[O:15])[N:16]([c:17]2[c:18](-[c:39]3[c:40]([CH3:46])[cH:41][c:42]([F:45])[cH:43][cH:44]3)[cH:19][c:20]([C:23]#[C:24][CH2:25][CH:26]([C:27](=[O:28])[O:29][CH3:30])[NH2:31])[n:21][cH:22]2)[CH3:47])([CH3:48])[CH3:49])[cH:6][c:7]([C:9]([F:10])([F:11])[F:12])[cH:8]1)([F:50])[F:51]. The reactants are ClCCl, Cl, C1COCCO1, CC(C)(C)OC(=O)NCc1ccc(-c2c(-c3ccccc3)nc3n2-c2cccnc2Nc2ccccc2-3)cc1. Product: Cl, NCc1ccc(-c2c(-c3ccccc3)nc3n2-c2cccnc2Nc2ccccc2-3)cc1. RXN SMILES: [Cl:41][CH2:42][Cl:43].[ClH:40].[O:44]1[CH2:45][CH2:46][O:47][CH2:48][CH2:49]1.[c:1]1(-[c:7]2[n:8][c:9]3[n:10]([c:24]2-[c:25]2[cH:26][cH:27][c:28]([CH2:29][NH:30][C:31](=[O:32])[O:33][C:34]([CH3:35])([CH3:36])[CH3:37])[cH:38][cH:39]2)-[c:11]2[c:12]([n:20][cH:21][cH:22][cH:23]2)[NH:13][c:14]2[c:15]-3[cH:16][cH:17][cH:18][cH:19]2)[cH:2][cH:3][cH:4][cH:5][cH:6]1>>[ClH:40].[c:1]1(-[c:7]2[n:8][c:9]3[n:10]([c:24]2-[c:25]2[cH:26][cH:27][c:28]([CH2:29][NH2:30])[cH:38][cH:39]2)-[c:11]2[c:12]([n:20][cH:21][cH:22][cH:23]2)[NH:13][c:14]2[c:15]-3[cH:16][cH:17][cH:18][cH:19]2)[cH:2][cH:3][cH:4][cH:5][cH:6]1. Starting materials: COC(=O)C=1OC(=C(C1)CN(C)C1=CC=C(C=C1)C1=CC=C(C=C1)OC(F)F)C (4-{[(4′-Difluoromethoxy-biphenyl-4-yl)-methyl-amino]-methyl}-5-methyl-furan-2-carboxylic acid methyl ester), potassium trimethylsilanoate, FC(C(=O)O)(F)F (Trifluoroacetic acid). Solvent: O1CCCC1 (tetrahydrofuran). Run at time 30 hour. The product is FC(OC1=CC=C(C=C1)C1=CC=C(C=C1)N(C)CC=1C=C(OC1C)C(=O)O)F (4-{[(4′-Difluoromethoxy-biphenyl-4-yl)-methyl-amino]-methyl}-5-methyl-furan-2-carboxylic acid). The yield is 17.7%. Reaction SMILES: C[O:2][C:3]([C:5]1[O:6][C:7]([CH3:29])=[C:8]([CH2:10][N:11]([C:13]2[CH:18]=[CH:17][C:16]([C:19]3[CH:24]=[CH:23][C:22]([O:25][CH:26]([F:28])[F:27])=[CH:21][CH:20]=3)=[CH:15][CH:14]=2)[CH3:12])[CH:9]=1)=[O:4].FC(F)(F)C(O)=O>O1CCCC1>[F:28][CH:26]([F:27])[O:25][C:22]1[CH:21]=[CH:20][C:19]([C:16]2[CH:15]=[CH:14][C:13]([N:11]([CH2:10][C:8]3[CH:9]=[C:5]([C:3]([OH:4])=[O:2])[O:6][C:7]=3[CH3:29])[CH3:12])=[CH:18][CH:17]=2)=[CH:24][CH:23]=1. Procedure details: A solution of 4-{[(4′-difluoromethoxy-biphenyl-4-yl)-methyl-amino]-methyl}-5-methyl-furan-2-carboxylic acid methyl ester (175) (30 mg, 0.07 mmoles) in dry tetrahydrofuran (20 ml) was treated with potassium trimethylsilanoate (19 mg, 0.15 mmoles) and the mixture stirred under an argon atmosphere for 30 hours. Trifluoroacetic acid was added until the pH=2. After evaporation of the solvent, the residue was purified by HPLC to afford compound 176(4.8 mg) as a white solid. LC/MS System D; Rt=9.42 min... Starting materials: C(C)(=O)NC=1SC=C(N1)CSC1=CC=C(C=C1)[N+](=O)[O-] (2-acetylamino-4-(4-nitrophenylthiomethyl)thiazole), [Cl-].[NH4+] (ammonium chloride), C(C)O (ethanol), O (water). Reagents/catalysts: [Fe] (iron). Solvent: O1CCCC1 (tetrahydrofuran). The product is C(C)(=O)NC=1SC=C(N1)CSC1=CC=C(C=C1)N (2-acetylamino-4-(4-aminophenylthiomethyl)thiazole). Isolated yield 93.6%. Reaction SMILES: [C:1]([NH:4][C:5]1[S:6][CH:7]=[C:8]([CH2:10][S:11][C:12]2[CH:17]=[CH:16][C:15]([N+:18]([O-])=O)=[CH:14][CH:13]=2)[N:9]=1)(=[O:3])[CH3:2].[Cl-].[NH4+].C(O)C.O>O1CCCC1.[Fe]>[C:1]([NH:4][C:5]1[S:6][CH:7]=[C:8]([CH2:10][S:11][C:12]2[CH:13]=[CH:14][C:15]([NH2:18])=[CH:16][CH:17]=2)[N:9]=1)(=[O:3])[CH3:2] |f:1.2|. Procedure: To a mixture of 2-acetylamino-4-(4-nitrophenylthiomethyl)thiazole (11 g) and ammonium chloride (2 g) in a mixture of tetrahydrofuran (200 ml), ethanol (200 ml) and water (100 ml) was added portionwise the iron powder (17 g) at 80° C. with stirring. The mixture was refluxed for 3 hours with stirring. The reaction mixture was filtered by suction and the filtrate was concentrated under reduced pressure and then the residue was triturated with water. The precipitates were collected by filtration, wa... Procedure: 40 mL vial containing the 2-[(5-chloro-3-methyl-benzo[b]thiophene-2-carbonyl)-amino]-indane-2-carboxylic acid ethyl ester (0.53 g, 1.28 mmol) is charged with MeOH (7.5 mL) and a stirring bar is added. Stirring is initiated. After dissolution, water (3.8 mL) is added followed by the LiOH (134 mg, 3.20 mmol). After 36 h, tlc analysis (silica, 5% i-PrOH/DCM) indicates that the starting material is completely consumed. The pH of the reaction mixture is carefully adjusted to pH 2 by slowly adding dil... Run in CC(C)O.C(Cl)Cl (i-PrOH DCM). Yields the product ClC1=CC2=C(SC(=C2C)C(=O)NC2(CC3=CC=CC=C3C2)C(=O)O)C=C1 (2-[(5-Chloro-3-methyl-benzo[b]thiophene-2-carbonyl)-amino]-indane-2-carboxylic acid). Reaction SMILES: C([O:3][C:4]([C:6]1([NH:15][C:16]([C:18]2[S:22][C:21]3[CH:23]=[CH:24][C:25]([Cl:27])=[CH:26][C:20]=3[C:19]=2[CH3:28])=[O:17])[CH2:14][C:13]2[C:8](=[CH:9][CH:10]=[CH:11][CH:12]=2)[CH2:7]1)=[O:5])C.CO.O.[Li+].[OH-]>CC(O)C.C(Cl)Cl>[Cl:27][C:25]1[CH:24]=[CH:23][C:21]2[S:22][C:18]([C:16]([NH:15][C:6]3([C:4]([OH:5])=[O:3])[CH2:14][C:13]4[C:8](=[CH:9][CH:10]=[CH:11][CH:12]=4)[CH2:7]3)=[O:17])=[C:19]([CH3:28])[C:20]=2[CH:26]=1 |f:3.4,5.6|. Reaction conditions: time 36 hour. The yield is 72.9%. The reactants are C(C)OC(=O)C1(CC2=CC=CC=C2C1)NC(=O)C1=C(C2=C(S1)C=CC(=C2)Cl)C (2-[(5-chloro-3-methyl-benzo[b]thiophene-2-carbonyl)-amino]-indane-2-carboxylic acid ethyl ester), [Li+].[OH-] (LiOH), CO (MeOH), O (water). Reactants: FC(C1=NC2=C(N1C1=NC(=NC(=N1)N1CCOCC1)NC1CCN(CC1)C(=O)OC(C)(C)C)C=CC=C2OC)F (tert-Butyl 4-{[4-[2-(difluoromethyl)-4-methoxy-1H-benzimidazol-1-yl]-6-(4-morpholinyl)-1,3,5-triazin-2-yl]amino}-1-piperidinecarboxylate), C(=O)(C(F)(F)F)O (TFA). Solvent: C(Cl)Cl (CH2Cl2). Yields the product FC(C1=NC2=C(N1C1=NC(=NC(=N1)N1CCOCC1)NC1CCNCC1)C=CC=C2OC)F (4-[2-(difluoromethyl)-4-methoxy-1H-benzimidazol-1-yl]-6-(4-morpholinyl)-N-(4-piperidinyl)-1,3,5-triazin-2-amine). Reaction SMILES: [F:1][CH:2]([F:40])[C:3]1[N:7]([C:8]2[N:13]=[C:12]([N:14]3[CH2:19][CH2:18][O:17][CH2:16][CH2:15]3)[N:11]=[C:10]([NH:20][CH:21]3[CH2:26][CH2:25][N:24](C(OC(C)(C)C)=O)[CH2:23][CH2:22]3)[N:9]=2)[C:6]2[CH:34]=[CH:35][CH:36]=[C:37]([O:38][CH3:39])[C:5]=2[N:4]=1.C(O)(C(F)(F)F)=O>C(Cl)Cl>[F:40][CH:2]([F:1])[C:3]1[N:7]([C:8]2[N:13]=[C:12]([N:14]3[CH2:15][CH2:16][O:17][CH2:18][CH2:19]3)[N:11]=[C:10]([NH:20][CH:21]3[CH2:26][CH2:25][NH:24][CH2:23][CH2:22]3)[N:9]=2)[C:6]2[CH:34]=[CH:35][CH:36]=[C:37]([O:38][CH3:39])[C:5]=2[N:4]=1. Procedure details: tert-Butyl 4-{[4-[2-(difluoromethyl)-4-methoxy-1H-benzimidazol-1-yl]-6-(4-morpholinyl)-1,3,5-triazin-2-yl]amino}-1-piperidinecarboxylate (Example 5) was reacted with TFA in CH2Cl2 to give 4-[2-(difluoromethyl)-4-methoxy-1H-benzimidazol-1-yl]-6-(4-morpholinyl)-N-(4-piperidinyl)-1,3,5-triazin-2-amine, which was reacted directly with methanesulfonyl chloride to give 4-[2-(difluoromethyl)-4-methoxy-1H-benzimidazol-1-yl]-N-[1-(methylsulfonyl)-4-piperidinyl]-6-(4-morpholinyl)-1,3,5-triazin-2-amine in ... Reactants: C([O-])([O-])=O.[K+].[K+] (potassium carbonate), S(=O)(=O)(OC)OC (dimethyl sulfate), CNC(C(=O)C1=C(C=CC=C1)OC1=CC=CC=C1)=O (N-methyl-2-(2-phenoxyphenyl)-2-oxoacetamide), Cl.NO (hydroxylamine hydrochloride). The solvent is O (water), CO (methanol), CN(C=O)C (dimethylformamide). Product: CNC(C(=NOC)C1=C(C=CC=C1)OC1=CC=CC=C1)=O (N-methyl-2-(2-phenoxyphenyl)-2-methoxyiminoacetamide). Yield: 47.9%. RXN SMILES: [CH3:1][NH:2][C:3](=[O:19])[C:4]([C:6]1[CH:11]=[CH:10][CH:9]=[CH:8][C:7]=1[O:12][C:13]1[CH:18]=[CH:17][CH:16]=[CH:15][CH:14]=1)=O.Cl.[NH2:21]O.[C:23](=[O:26])([O-])[O-].[K+].[K+].S(OC)(OC)(=O)=O>CO.CN(C)C=O.O>[CH3:1][NH:2][C:3](=[O:19])[C:4]([C:6]1[CH:11]=[CH:10][CH:9]=[CH:8][C:7]=1[O:12][C:13]1[CH:18]=[CH:17][CH:16]=[CH:15][CH:14]=1)=[N:21][O:26][CH3:23] |f:1.2,3.4.5|. Procedure details: A solution of N-methyl-2-(2-phenoxyphenyl)-2-oxoacetamide (1.50 g) and hydroxylamine hydrochloride (0.69 g) in methanol (10 ml) was refluxed for 220 minutes while stirring, and water (75 ml) was added to the reaction mixture, followed by extraction with dichloromethane twice (150 ml and 100 ml). The organic layer was washed with water (75 ml) and dried over anhydrous sodium sulfate. Upon filtration, the filtrate was concentrated under reduced pressure to give a crystalline residue. The residue w... The reactants are C1CCOC1, CCO, CC(C)(C)[O-], CCCCCC, O=C(Cl)C(=O)Cl, [K+], O=C(O)c1cc2cc([N+](=O)[O-])ccc2[nH]1, CN(C)C=O. Product: CC(C)(C)OC(=O)c1cc2cc([N+](=O)[O-])ccc2[nH]1. RXN SMILES: [CH2:33]1[O:34][CH2:35][CH2:36][CH2:37]1.[CH2:44]([OH:45])[CH3:46].[CH3:27][C:28]([CH3:29])([O-:30])[CH3:31].[CH3:38][CH2:39][CH2:40][CH2:41][CH2:42][CH3:43].[Cl:16][C:17]([C:18]([Cl:19])=[O:20])=[O:21].[K+:32].[N+:1](=[O:2])([O-:3])[c:4]1[cH:5][c:6]2[cH:7][c:8]([C:13](=[O:14])[OH:15])[nH:9][c:10]2[cH:11][cH:12]1.[O:22]=[CH:23][N:24]([CH3:25])[CH3:26]>>[N+:1](=[O:2])([O-:3])[c:4]1[cH:5][c:6]2[cH:7][c:8]([C:13](=[O:14])[O:15][C:28]([CH3:27])([CH3:29])[CH3:31])[nH:9][c:10]2[cH:11][cH:12]1. Reactants: OC1C=2N(C3=C(C(N1)=O)SC=C3)C=CC2 (6-hydroxy-5,6-dihydro-4-oxo-4H -pyrrolo[1,2-a]thieno[2,3-f][1,4]diazepine), C(CC(=O)C)(=O)OCC (ethyl acetoacetate). Run in C(C)OCC (ethyl ether). Yields the product C(C)OC(=O)C(C(=O)C)C1C=2N(C3=C(C(N1)=O)SC=C3)C=CC2 (6-[1-(ethoxycarbonyl) -acetonyl]-5,6-dihydro-4-oxo-4H-pyrrolo[1,2-a]thieno -[2,3-f][1,4]diazepine). Yield: 47.0%. Reaction SMILES: O[CH:2]1[NH:8][C:7](=[O:9])[C:6]2[S:10][CH:11]=[CH:12][C:5]=2[N:4]2[CH:13]=[CH:14][CH:15]=[C:3]12.[C:16]([O:22][CH2:23][CH3:24])(=[O:21])[CH2:17][C:18]([CH3:20])=[O:19]>C(OCC)C>[CH2:23]([O:22][C:16]([CH:17]([CH:2]1[NH:8][C:7](=[O:9])[C:6]2[S:10][CH:11]=[CH:12][C:5]=2[N:4]2[CH:13]=[CH:14][CH:15]=[C:3]12)[C:18]([CH3:20])=[O:19])=[O:21])[CH3:24]. Reported procedure: Using the procedure described in Example 26, starting with 1 g of 6-hydroxy-5,6-dihydro-4-oxo-4H -pyrrolo[1,2-a]thieno[2,3-f][1,4]diazepine and 2 ml of ethyl acetoacetate, 0.7 g of 6-[1-(ethoxycarbonyl) -acetonyl]-5,6-dihydro-4-oxo-4H-pyrrolo[1,2-a]thieno -[2,3-f][1,4]diazepine was obtained in the form of white crystals, melting point 196° C. (ethyl ether).